From a dataset of the Open Reaction Database (ORD), a public repository of structured organic reaction records. describe an organic reaction: reactants, conditions, products, and yield Reactants: CC(=O)Oc1cc2c(cc1C(C)(C)C)OC(C)(COc1cc([N+](=O)[O-])ccc1C)CC2=O, CCO. Yields the product CC(=O)Oc1cc2c(cc1C(C)(C)C)OC(C)(COc1cc(N)ccc1C)CC2=O. As a reaction SMILES: [C:1]([CH3:2])(=[O:3])[O:4][c:5]1[cH:6][c:7]2[c:12]([cH:13][c:14]1[C:15]([CH3:16])([CH3:17])[CH3:18])[O:11][C:10]([CH2:19][O:20][c:21]1[c:22]([CH3:30])[cH:23][cH:24][c:25]([N+:27]([O-:28])=[O:29])[cH:26]1)([CH3:31])[CH2:9][C:8]2=[O:32].[CH3:33][CH2:34][OH:35]>>[C:1]([CH3:2])(=[O:3])[O:4][c:5]1[cH:6][c:7]2[c:12]([cH:13][c:14]1[C:15]([CH3:16])([CH3:17])[CH3:18])[O:11][C:10]([CH2:19][O:20][c:21]1[c:22]([CH3:30])[cH:23][cH:24][c:25]([NH2:27])[cH:26]1)([CH3:31])[CH2:9][C:8]2=[O:32]. The reactants are O (water), CO (methanol), C(C1=CC=CC=C1)NC1=C(C(=CC=C1)F)C=NCC1=CC=CC=C1 (N-benzyl-3-fluoro-2-({[phenylmethyl]imino}methyl)aniline), O (water), C(C(=O)O)(=O)O (Oxalic acid). The solvent is O1CCOCC1 (dioxane), O1CCOCC1 (dioxane), O1CCOCC1 (dioxane). Run at time 1 hour. Product: C(C1=CC=CC=C1)NC1=C(C=O)C(=CC=C1)F (2-(benzylamino)-6-fluorobenzaldehyde). Isolated yield 786.3%. RXN SMILES: [CH2:1]([NH:8][C:9]1[CH:14]=[CH:13][CH:12]=[C:11]([F:15])[C:10]=1[CH:16]=NCC1C=CC=CC=1)[C:2]1[CH:7]=[CH:6][CH:5]=[CH:4][CH:3]=1.O.C(O)(=O)C(O)=[O:28].CO>O1CCOCC1>[CH2:1]([NH:8][C:9]1[CH:14]=[CH:13][CH:12]=[C:11]([F:15])[C:10]=1[CH:16]=[O:28])[C:2]1[CH:7]=[CH:6][CH:5]=[CH:4][CH:3]=1. Reported procedure: To a solution of Example 1A (11.95 g, 3.9 mmol) in dioxane was added water (40 mL) until the solution just clouded and then dioxane was added until the solution became clear again(˜5 mL). Oxalic acid (9.83 g, 78.0 mmol) was added in a single portion to give a dark orange solution which became a thick slurry. To the slurry was added in sequence: water (110 mL), dioxane (60 mL), and methanol (20 mL). This gave a mostly homogeneous solution with some small crystals which eventually dissolved as the... Procedure: 32 mg of p-toluene sulfonyl chloride was added to a solution of 20 mg of 9-benzyl-1-methylthiocarbazole-2-acetamide, as obtained in Example 75, in 0.6 ml of pyridine at room temperature. The reaction mixture was then heated to 60° C. and stirred for 2 hours. The reaction mixture was then cooled to room temperature and water was added. The aqueous layer was extracted with ethyl acetate, and the organic extract was washed with a 0.5N aqueous solution of hydrochloric acid, dried over anhydrous magn... Solvent: N1=CC=CC=C1 (pyridine). RXN SMILES: C1(C)C=CC(S(Cl)(=O)=O)=CC=1.[CH2:12]([N:19]1[C:31]2[C:30]([S:32][CH3:33])=[C:29]([CH2:34][C:35]([NH2:37])=O)[CH:28]=[CH:27][C:26]=2[C:25]2[C:20]1=[CH:21][CH:22]=[CH:23][CH:24]=2)[C:13]1[CH:18]=[CH:17][CH:16]=[CH:15][CH:14]=1.O>N1C=CC=CC=1>[CH2:12]([N:19]1[C:31]2[C:30]([S:32][CH3:33])=[C:29]([CH2:34][C:35]#[N:37])[CH:28]=[CH:27][C:26]=2[C:25]2[C:20]1=[CH:21][CH:22]=[CH:23][CH:24]=2)[C:13]1[CH:18]=[CH:17][CH:16]=[CH:15][CH:14]=1. Yield: 94.7%. Conditions: temperature 60 celsius, time 2 hour. Yields the product C(C1=CC=CC=C1)N1C2=CC=CC=C2C=2C=CC(=C(C12)SC)CC#N (9-Benzyl-1-methylthiocarbazol-2-acetonitrile). The reactants are C1(=CC=C(C=C1)S(=O)(=O)Cl)C (p-toluene sulfonyl chloride), C(C1=CC=CC=C1)N1C2=CC=CC=C2C=2C=CC(=C(C12)SC)CC(=O)N (9-benzyl-1-methylthiocarbazole-2-acetamide), O (water). Reactants: CC(C)(C)OC(=O)N1CCC(O)(C(C#N)c2ccccc2)CC1, O=S(Cl)Cl, c1ccncc1. The product is CC(C)(C)OC(=O)N1CCC(=C(C#N)c2ccccc2)CC1. As a reaction SMILES: [C:1](#[N:2])[CH:3]([C:4]1([OH:17])[CH2:5][CH2:6][N:7]([C:10](=[O:11])[O:12][C:13]([CH3:14])([CH3:15])[CH3:16])[CH2:8][CH2:9]1)[c:18]1[cH:19][cH:20][cH:21][cH:22][cH:23]1.[S:24]([Cl:25])([Cl:26])=[O:27].[cH:28]1[cH:29][cH:30][n:31][cH:32][cH:33]1>>[C:1](#[N:2])[C:3](=[C:4]1[CH2:5][CH2:6][N:7]([C:10](=[O:11])[O:12][C:13]([CH3:14])([CH3:15])[CH3:16])[CH2:8][CH2:9]1)[c:18]1[cH:19][cH:20][cH:21][cH:22][cH:23]1. Reactants: C(C)(C)(C)OC(=O)NOC(=O)OCCOCCOC (1-(2-{[({[(tert-butoxy)carbonyl]amino}oxy)carbonyl]oxy}ethoxy)-2-methoxyethane), CS(=O)(=O)C1=C(C=CC=C1)S(=O)(=O)Cl (2-methylsulfonyl benzene sulfonyl chloride). Product: C(C)(C)(C)OC(=O)N(S(=O)(=O)C1=C(C=CC=C1)S(=O)(=O)C)OC(=O)OCCOCCOC (1-({[(tert-butoxy)carbonyl]({[2-(2-methoxyethoxy)ethoxy]carbonyl}oxy)-amino}sulfonyl)-2-methanesulfonylbenzene). Reaction SMILES: [C:1]([O:5][C:6]([NH:8][O:9][C:10]([O:12][CH2:13][CH2:14][O:15][CH2:16][CH2:17][O:18][CH3:19])=[O:11])=[O:7])([CH3:4])([CH3:3])[CH3:2].[CH3:20][S:21]([C:24]1[CH:29]=[CH:28][CH:27]=[CH:26][C:25]=1[S:30](Cl)(=[O:32])=[O:31])(=[O:23])=[O:22]>>[C:1]([O:5][C:6]([N:8]([O:9][C:10]([O:12][CH2:13][CH2:14][O:15][CH2:16][CH2:17][O:18][CH3:19])=[O:11])[S:30]([C:25]1[CH:26]=[CH:27][CH:28]=[CH:29][C:24]=1[S:21]([CH3:20])(=[O:23])=[O:22])(=[O:32])=[O:31])=[O:7])([CH3:4])([CH3:3])[CH3:2]. Reported procedure: 1-({[(tert-Butoxy)carbonyl]({[2-(2-methoxyethoxy)ethoxy]carbonyl}oxy)-amino}sulfonyl)-2-methanesulfonylbenzene (101) is prepared from 1-(2-{[({[(tert-butoxy)carbonyl]amino}oxy)carbonyl]oxy}ethoxy)-2-methoxyethane and 2-methylsulfonyl benzene sulfonyl chloride according to Scheme 11. (2.72 g, 70%), 1H NMR (500 MHz, CHLOROFORM-d) δ ppm 8.40 (2H, ddd, 12.7, 7.5, 1.5 Hz), 7.86 (2 H, m), 4.37-4.56 (2H, m), 3.71-3.85 (2H, m), 3.62-3.71 (2H, m), 3.50-3.60 (2H, m), 3.43 (3H, s), 3.39 (3H, s), 1.43 (9H, ...